Dataset: the Open Reaction Database (ORD), a public repository of structured organic reaction records. Task: describe an organic reaction: reactants, conditions, products, and yield Starting materials: C=CCOC1CC(NCC(O)C(Cc2cc(F)cc(F)c2)NC(=O)C(CC=C)N2CCCC2=O)c2cc(OC)ccc21, O=C(O)C(F)(F)F. The product is COc1ccc2c(c1)C1CC2OCC=CCC(N2CCCC2=O)C(=O)NC(Cc2cc(F)cc(F)c2)C(O)CN1. As a reaction SMILES: [CH2:8]([CH:9]=[CH2:10])[O:11][CH:12]1[CH2:13][CH:14]([NH:23][CH2:24][CH:25]([CH:26]([CH2:27][c:28]2[cH:29][c:30]([F:35])[cH:31][c:32]([F:34])[cH:33]2)[NH:36][C:37]([CH:38]([CH2:39][CH:40]=[CH2:41])[N:42]2[C:43](=[O:47])[CH2:44][CH2:45][CH2:46]2)=[O:48])[OH:49])[c:15]2[cH:16][c:17]([O:21][CH3:22])[cH:18][cH:19][c:20]21.[F:1][C:2]([F:3])([F:4])[C:5]([OH:6])=[O:7]>>[CH2:8]1[O:11][CH:12]2[CH2:13][CH:14]([c:15]3[cH:16][c:17]([O:21][CH3:22])[cH:18][cH:19][c:20]32)[NH:23][CH2:24][CH:25]([OH:49])[CH:26]([CH2:27][c:28]2[cH:29][c:30]([F:35])[cH:31][c:32]([F:34])[cH:33]2)[NH:36][C:37](=[O:48])[CH:38]([N:42]2[C:43](=[O:47])[CH2:44][CH2:45][CH2:46]2)[CH2:39][CH:40]=[CH:41]1. Starting materials: COC1(C2(CNCC2C1)C1=CC=C(C=C1)C)OC (6,6-dimethoxy-5-(p-methyl-phenyl)-3-azabicyclo[3.2.0]heptane), [OH-].[Na+] (sodium hydroxide). The solvent is Cl (hydrochloric acid). The product is CC1=CC=C(C=C1)C12CNCC2CC1=O (5-(p-methylphenyl)-3-azabicyclo[3.2.0]heptane-6-one). Yield: 83.9%. As a reaction SMILES: C[O:2][C:3]1(OC)[CH2:9][CH:8]2[C:4]1([C:10]1[CH:15]=[CH:14][C:13]([CH3:16])=[CH:12][CH:11]=1)[CH2:5][NH:6][CH2:7]2.[OH-].[Na+]>Cl>[CH3:16][C:13]1[CH:12]=[CH:11][C:10]([C:4]23[C:3](=[O:2])[CH2:9][CH:8]2[CH2:7][NH:6][CH2:5]3)=[CH:15][CH:14]=1 |f:1.2|. Procedure: A stirred mixture of about 4.1 g of 6,6-dimethoxy-5-(p-methyl-phenyl)-3-azabicyclo[3.2.0]heptane and about 50 ml of approximately 10% hydrochloric acid was heated under reflux for about 30 minutes. The solution was made basic with 5N sodium hydroxide and then was extracted with dichloromethane. The extract was dried over sodium sulfate, filtered, and evaporated under reduced pressure to give about 2.8 g of 5-(p-methylphenyl)-3-azabicyclo[3.2.0]heptane-6-one, b.p. 125°-130° C. (0.2 mm), as a yell... Starting materials: starting material, BrC=1C(=NC=CC1)OCC (bromo-2 ethoxypyridine). Reagents/catalysts: Cl[Ni]([P](C1=CC=CC=C1)(C2=CC=CC=C2)C3=CC=CC=C3)([P](C4=CC=CC=C4)(C5=CC=CC=C5)C6=CC=CC=C6)Cl (NiCl2(PPh3)2), [N+](CC)(CC)(CC)CC.[I-] (Et4NI), [Zn] (Zn). Run in C1CCOC1 (THF), C1CCOC1 (THF). Yields the product C(C)OC1=CC=C(C=N1)C=1C=NC(=CC1)OCC (6,6′-diethoxy-3,3′-bipyridine). RXN SMILES: Br[C:2]1[C:3]([O:8][CH2:9][CH3:10])=[N:4][CH:5]=[CH:6][CH:7]=1>[N+](CC)(CC)(CC)CC.[I-].C1COCC1.Cl[Ni](Cl)([P](C1C=CC=CC=1)(C1C=CC=CC=1)C1C=CC=CC=1)[P](C1C=CC=CC=1)(C1C=CC=CC=1)C1C=CC=CC=1.[Zn]>[CH2:9]([O:8][C:3]1[N:4]=[CH:5][C:6]([C:6]2[CH:5]=[N:4][C:3]([O:8][CH2:9][CH3:10])=[CH:2][CH:7]=2)=[CH:7][CH:2]=1)[CH3:10] |f:1.2,^1:28,47|. Procedure: The title compound was prepared as described by Constable et al.13 using NiCl2(PPh3)2 (327 mg, 0.5 mmol, 0.3 eq.), acid washed Zn powder (164 mg, 1.5 eq.) and Et4NI (435 mg, 1.7 mmol, 1 eq.) in. distilled THF (10 mL). with a solution of 5 bromo-2 ethoxypyridine (344 mg, 1.7 mmol, 1 eq.) in THF (5 mL) at 50° C. for 24 h. Workup gave a white crystalline solid (237 mg; 80%). The reaction was also carried out on a larger scale (1.0 g or 1.7 g of starting material) giving yields of 85% and 90% respec... Starting materials: [BH4-], CO, Cl, O=C(CBr)c1csc(C(F)(F)F)n1, N, [Na+]. Product: OC(CBr)c1csc(C(F)(F)F)n1. RXN SMILES: [BH4-:14].[CH3:18][OH:19].[ClH:16].[F:1][C:2]([c:3]1[s:4][cH:5][c:6]([C:8]([CH2:9][Br:10])=[O:11])[n:7]1)([F:12])[F:13].[NH3:17].[Na+:15]>>[F:1][C:2]([c:3]1[s:4][cH:5][c:6]([CH:8]([CH2:9][Br:10])[OH:11])[n:7]1)([F:12])[F:13]. The reactants are C[Si](C=CC=1C(CCCC1C)=O)(C)C (2-(2-(trimethylsilyl)ethenyl)-3-methyl-2-cyclohexen-1-one), C[Si](C=CC=1C(CCCC1C)=O)(C)C (2-(2-(trimethylsilyl)ethenyl)-3-methyl-2-cyclohexen-1-one), ClCCl (dichloromethane), [O-]S(=O)(=S)[O-].[Na+].[Na+] (Na2S2O3), II (Iodine). The solvent is C1CCOC1 (THF). Run at time 8 hour. Yields the product IC=CC=1C(CCCC1C)=O (2-(2-Iodoethenyl)-3-methyl-2-cyclohexen-1-one). As a reaction SMILES: [I:1]I.C[Si](C)(C)[CH:5]=[CH:6][C:7]1[C:8](=[O:14])[CH2:9][CH2:10][CH2:11][C:12]=1[CH3:13].ClCCl.[O-]S([O-])(=S)=O.[Na+].[Na+]>C1COCC1>[I:1][CH:5]=[CH:6][C:7]1[C:8](=[O:14])[CH2:9][CH2:10][CH2:11][C:12]=1[CH3:13] |f:3.4.5|. Procedure: Iodine (750 mg, 2.96 mmol) was dissolved in 10 mL of THF and the solution was added to a solution of 2-(2-(trimethylsilyl)ethenyl)-3-methyl-2-cyclohexen-1-one (Compound 3, 560 mg, 2.70 mmol) and dichloromethane (50 mL) at room temperature. The solution was stirred overnight, and then treated with 10% aqueous Na2S2O3 to remove the excess iodine. The layers were separated and the aqueous layer was extracted 3× with ethyl acetate. The combined organic extracts were washed with brine, dried (MgSO4),... The product is Brc1cccc(OCCOc2nccnc2N2CCNCC2)c1. Reaction SMILES: [CH2:1]1[CH2:2][NH:3][CH2:4][CH2:5][NH:6]1.[CH3:31][C:32]#[N:33].[Cl:13][c:14]1[c:15]([O:20][CH2:21][CH2:22][O:23][c:24]2[cH:25][c:26]([Br:30])[cH:27][cH:28][cH:29]2)[n:16][cH:17][cH:18][n:19]1.[K+:7].[K+:8].[O-:9][C:10]([O-:11])=[O:12]>>[CH2:1]1[CH2:2][N:3]([c:14]2[c:15]([O:20][CH2:21][CH2:22][O:23][c:24]3[cH:25][c:26]([Br:30])[cH:27][cH:28][cH:29]3)[n:16][cH:17][cH:18][n:19]2)[CH2:4][CH2:5][NH:6]1. Reactants: C1CNCCN1, CC#N, Clc1nccnc1OCCOc1cccc(Br)c1, [K+], [K+], O=C([O-])[O-]. Reported procedure: To a stirred solution of 456 mg of 4-hydroxy-4-vinyl-1-iodo-trans-1-octene and 320 mg of imidazole in 1.0 ml of dimethylformamide is added 0.23 ml of chlorotrimethylsilane during 3 minutes. The mixture is stirred at room temperature for 22 hours and partitioned with a mixture of cold hexane and water. The hexane layer is washed repeatedly with water and then brine, dried over magnesium sulfate, and concentrated to give an oil, pmr spectrum (CDCl3): 0.13 (s, trimethyl-siloxy group) and 2.32 (d, =... As a reaction SMILES: [OH:1][C:2]([CH:11]=[CH2:12])([CH2:7][CH2:8][CH2:9][CH3:10])[CH2:3]/[CH:4]=[CH:5]/[I:6].N1C=CN=C1.Cl[Si:19]([CH3:22])([CH3:21])[CH3:20]>CN(C)C=O>[CH3:20][Si:19]([CH3:22])([CH3:21])[O:1][C:2]([CH:11]=[CH2:12])([CH2:7][CH2:8][CH2:9][CH3:10])[CH2:3]/[CH:4]=[CH:5]/[I:6]. Run at time 22 hour. The solvent is CN(C=O)C (dimethylformamide). Yields the product C[Si](OC(C/C=C/I)(CCCC)C=C)(C)C (4-Trimethylsiloxy-4-vinyl-1-iodo-trans-1-octene). Starting materials: OC(C/C=C/I)(CCCC)C=C (4-hydroxy-4-vinyl-1-iodo-trans-1-octene), N1C=NC=C1 (imidazole), Cl[Si](C)(C)C (chlorotrimethylsilane).